This data is from the Open Reaction Database (ORD), a public repository of structured organic reaction records. The task is: describe an organic reaction: reactants, conditions, products, and yield Starting materials: CC(=O)O, ClCCCl, CCOC(C)=O, O=CC1CC1, O=S(=O)(NCC1(c2ccc(I)cc2)CCNCC1)c1ccc(F)c(Cl)c1. Yields the product O=S(=O)(NCC1(c2ccc(I)cc2)CCN(CC2CC2)CC1)c1ccc(F)c(Cl)c1. As a reaction SMILES: [C:32]([OH:33])(=[O:34])[CH3:35].[CH2:36]([Cl:37])[CH2:38][Cl:39].[CH3:40][CH2:41][O:42][C:43]([CH3:44])=[O:45].[CH:27]1([CH:30]=[O:31])[CH2:28][CH2:29]1.[Cl:1][c:2]1[cH:3][c:4]([S:9](=[O:10])(=[O:11])[NH:12][CH2:13][C:14]2([c:20]3[cH:21][cH:22][c:23]([I:26])[cH:24][cH:25]3)[CH2:15][CH2:16][NH:17][CH2:18][CH2:19]2)[cH:5][cH:6][c:7]1[F:8]>>[Cl:1][c:2]1[cH:3][c:4]([S:9](=[O:10])(=[O:11])[NH:12][CH2:13][C:14]2([c:20]3[cH:21][cH:22][c:23]([I:26])[cH:24][cH:25]3)[CH2:15][CH2:16][N:17]([CH2:30][CH:27]3[CH2:28][CH2:29]3)[CH2:18][CH2:19]2)[cH:5][cH:6][c:7]1[F:8]. The reactants are C1CCOC1, CC(C)CCON=O, COC(=O)c1nc(N)sc1CCc1ccccc1. The product is COC(=O)c1ncsc1CCc1ccccc1. RXN SMILES: [CH2:27]1[O:28][CH2:29][CH2:30][CH2:31]1.[CH3:19][CH:20]([CH2:21][CH2:22][O:23][N:24]=[O:25])[CH3:26].[CH3:1][O:2][C:3](=[O:4])[c:5]1[n:6][c:7]([NH2:18])[s:8][c:9]1[CH2:10][CH2:11][c:12]1[cH:13][cH:14][cH:15][cH:16][cH:17]1>>[CH3:1][O:2][C:3](=[O:4])[c:5]1[n:6][cH:7][s:8][c:9]1[CH2:10][CH2:11][c:12]1[cH:13][cH:14][cH:15][cH:16][cH:17]1. Solvent: C(C)#N (acetonitrile), C(C)(=O)OCC (ethyl acetate). Reported procedure: 3-(Chloromethyl)-5-phenyl-1,2,4-oxadiazole (I45) (79 mg, 0.40 mmol) was added to a solution of (R)-quinuclidin-3-yl 2-phenyl-2-(o-tolylamino)acetate (I23) (129 mg, 0.37 mmol) in acetonitrile (1.2 ml) and ethyl acetate (2.4 ml). The yellow solution was stirred at room temperature for 48 hours. The solution was evaporated, and the residue was purified by flash chromatography (DCM/MeOH=9/1) to obtain (3R)-1-((5-phenyl-1,2,4-oxadiazol-3-yl)methyl)-3-(2-phenyl-2-(o-tolylamino)acetoxy)-1-azoniabicyclo... Starting materials: ClCC1=NOC(=N1)C1=CC=CC=C1 (3-(Chloromethyl)-5-phenyl-1,2,4-oxadiazole), C1(=CC=CC=C1)C(C(=O)O[C@H]1CN2CCC1CC2)NC2=C(C=CC=C2)C ((R)-quinuclidin-3-yl 2-phenyl-2-(o-tolylamino)acetate). Isolated yield 19.3%. Yields the product [Cl-].C1(=CC=CC=C1)C1=NC(=NO1)C[N+]12C[C@@H](C(CC1)CC2)OC(C(NC2=C(C=CC=C2)C)C2=CC=CC=C2)=O ((3R)-1-((5-phenyl-1,2,4-oxadiazol-3-yl)methyl)-3-(2-phenyl-2-(o-tolylamino)acetoxy)-1-azoniabicyclo[2.2.2]octane chloride). As a reaction SMILES: [Cl:1][CH2:2][C:3]1[N:7]=[C:6]([C:8]2[CH:13]=[CH:12][CH:11]=[CH:10][CH:9]=2)[O:5][N:4]=1.[C:14]1([CH:20]([NH:32][C:33]2[CH:38]=[CH:37][CH:36]=[CH:35][C:34]=2[CH3:39])[C:21]([O:23][C@@H:24]2[CH:29]3[CH2:30][CH2:31][N:26]([CH2:27][CH2:28]3)[CH2:25]2)=[O:22])[CH:19]=[CH:18][CH:17]=[CH:16][CH:15]=1>C(#N)C.C(OCC)(=O)C>[Cl-:1].[C:8]1([C:6]2[O:5][N:4]=[C:3]([CH2:2][N+:26]34[CH2:27][CH2:28][CH:29]([CH2:30][CH2:31]3)[C@@H:24]([O:23][C:21](=[O:22])[CH:20]([C:14]3[CH:19]=[CH:18][CH:17]=[CH:16][CH:15]=3)[NH:32][C:33]3[CH:38]=[CH:37][CH:36]=[CH:35][C:34]=3[CH3:39])[CH2:25]4)[N:7]=2)[CH:13]=[CH:12][CH:11]=[CH:10][CH:9]=1 |f:4.5|. Reaction conditions: time 48 hour.